describe an organic reaction: reactants, conditions, products, and yield From a dataset of the Open Reaction Database (ORD), a public repository of structured organic reaction records. The reactants are [N+](=[N-])=C(C(=O)OC(C)(C)C)C(C)=O (tert-butyl 2-diazo-3-oxobutanoate), C(C1=CC=CC=C1)(=O)N (benzamide). Reagents/catalysts: C(C)(=O)[O-].C(C)(=O)[O-].C(C)(=O)[O-].C(C)(=O)[O-].[Rh+3].[Rh+3] (dirhodium tetraacetate). Solvent: ClCCCl (1,2-dichloroethane), ClCCCl (1,2-dichloroethane). Yields the product C(C1=CC=CC=C1)(=O)NC(C(=O)OC(C)(C)C)C(C)=O (tert-butyl 2-benzamido-3-oxobutanoate). Isolated yield 49.5%. RXN SMILES: [N+:1](=[C:3]([C:11](=[O:13])[CH3:12])[C:4]([O:6][C:7]([CH3:10])([CH3:9])[CH3:8])=[O:5])=[N-].[C:14](N)(=[O:21])[C:15]1[CH:20]=[CH:19][CH:18]=[CH:17][CH:16]=1>ClCCCl.C([O-])(=O)C.C([O-])(=O)C.C([O-])(=O)C.C([O-])(=O)C.[Rh+3].[Rh+3]>[C:14]([NH:1][CH:3]([C:11](=[O:13])[CH3:12])[C:4]([O:6][C:7]([CH3:10])([CH3:9])[CH3:8])=[O:5])(=[O:21])[C:15]1[CH:20]=[CH:19][CH:18]=[CH:17][CH:16]=1 |f:3.4.5.6.7.8|. Procedure: A solution of tert-butyl 2-diazo-3-oxobutanoate (13.1 g, 71.7 mmol) in 1,2-dichloroethane was added over 12 h to a refluxing solution of benzamide (6.16 g, 50.8 mmol) and dirhodium tetraacetate (786 mg, 1.78 mmol) in 1,2-dichloroethane (75 ml). The mixture was evaporated in vacuo and purified by flash chromatography to give tert-butyl 2-benzamido-3-oxobutanoate as a white solid (6.97 g, 51% yield). Starting materials: CC(=O)O[BH-](OC(C)=O)OC(C)=O, C1CCNCC1, CC(=O)O, CN(C)C=O, CO, CCOC(C)=O, O=Cc1cc(Oc2c(Cl)cc(-n3ncc(=O)[nH]c3=O)cc2Cl)ccc1O, ClCCl, [Na+]. Yields the product O=c1cnn(-c2cc(Cl)c(Oc3ccc(O)c(CN4CCCCC4)c3)c(Cl)c2)c(=O)[nH]1. RXN SMILES: [C:37]([O:38][BH-:39]([O:40][C:41](=[O:42])[CH3:43])[O:44][C:45](=[O:46])[CH3:47])(=[O:48])[CH3:49].[CH2:31]1[CH2:32][CH2:33][NH:34][CH2:35][CH2:36]1.[CH3:27][C:28](=[O:29])[OH:30].[CH3:54][N:55]([CH3:56])[CH:57]=[O:58].[CH3:59][OH:60].[CH3:61][CH2:62][O:63][C:64](=[O:65])[CH3:66].[Cl:1][c:2]1[cH:3][c:4](-[n:19]2[n:20][cH:21][c:22](=[O:26])[nH:23][c:24]2=[O:25])[cH:5][c:6]([Cl:18])[c:7]1[O:8][c:9]1[cH:10][c:11]([CH:16]=[O:17])[c:12]([OH:15])[cH:13][cH:14]1.[Cl:51][CH2:52][Cl:53].[Na+:50]>>[Cl:1][c:2]1[cH:3][c:4](-[n:19]2[n:20][cH:21][c:22](=[O:26])[nH:23][c:24]2=[O:25])[cH:5][c:6]([Cl:18])[c:7]1[O:8][c:9]1[cH:10][c:11]([CH2:16][N:34]2[CH2:33][CH2:32][CH2:31][CH2:36][CH2:35]2)[c:12]([OH:15])[cH:13][cH:14]1. Reactants: [H-].[Na+] (sodium hydride), IC=1C=C(CO)C=CC1C (3-iodo-4-methyl-benzyl alcohol), BrCC(=O)OC(C)(C)C (tert-butyl bromoacetate). Solvent: CN(C)C=O (DMF). The product is C(C)(C)(C)OC(COCC1=CC(=C(C=C1)C)I)=O ((3-Iodo-4-methyl-benzyloxy)-acetic acid tert-butyl ester). Yield: 143.6%. RXN SMILES: [H-].[Na+].[I:3][C:4]1[CH:5]=[C:6]([CH:9]=[CH:10][C:11]=1[CH3:12])[CH2:7][OH:8].Br[CH2:14][C:15]([O:17][C:18]([CH3:21])([CH3:20])[CH3:19])=[O:16]>CN(C=O)C>[C:18]([O:17][C:15](=[O:16])[CH2:14][O:8][CH2:7][C:6]1[CH:9]=[CH:10][C:11]([CH3:12])=[C:4]([I:3])[CH:5]=1)([CH3:21])([CH3:20])[CH3:19] |f:0.1|. Procedure details: The procedure used in Example 299: step a was followed using sodium hydride (53 mg, 2.2 mmol), 3-iodo-4-methyl-benzyl alcohol (992 mg, 4 mmol), tert-butyl bromoacetate (0.4 mL, 2.5 mmol) in DMF (10 mL). Analogous aqueous workup and purification by SiO2 flash column chromatography yielded the title compound (1.30 g, 89%) as an oil. 1H-NMR (CDCl3): δ 7.84 (d, 1H, J=1.4 Hz), 7.27 (d, 1H, J=1.4 Hz), 7.23 (d, 1H, J=7.7 Hz), 4.55 (s, 2H), 3.99 (s, 2H), 2.44 (s, 3H), 1.51 (s, 9H). Starting materials: Cl.S1C2=C(C(=C1)CCCN1C(CN(CC1)C1=NC=CC=C1OC)C)C=CC=C2 (1-[3-(benzo[b]thien-3-yl)propyl]-4-(3-methoxy-2-pyridinyl)-2-methylpiperazine hydrochloride), S(=O)(=O)([O-])C1=CC=C(C)C=C1 (tosylate), COC=1C(=NC=CC1)N1CC(NCC1)C (1-(3-methoxy-2-pyridinyl)-3-methylpiperazine). Yields the product Cl.S1C2=C(C(=C1)CCN1C(CN(CC1)C1=NC=CC=C1OC)C)C=CC=C2 (1-[2-(benzo[b]thien-3-yl)ethyl]-4-(3-methoxy-2-pyridinyl)-2-methylpiperazine hydrochloride). As a reaction SMILES: [ClH:1].[S:2]1[CH:6]=[C:5]([CH2:7][CH2:8]CN2CCN(C3C(OC)=CC=CN=3)CC2C)[C:4]2[CH:25]=[CH:26][CH:27]=[CH:28][C:3]1=2.S(C1C=CC(C)=CC=1)([O-])(=O)=O.[CH3:40][O:41][C:42]1[C:43]([N:48]2[CH2:53][CH2:52][NH:51][CH:50]([CH3:54])[CH2:49]2)=[N:44][CH:45]=[CH:46][CH:47]=1>>[ClH:1].[S:2]1[CH:6]=[C:5]([CH2:7][CH2:8][N:51]2[CH2:52][CH2:53][N:48]([C:43]3[C:42]([O:41][CH3:40])=[CH:47][CH:46]=[CH:45][N:44]=3)[CH2:49][CH:50]2[CH3:54])[C:4]2[CH:25]=[CH:26][CH:27]=[CH:28][C:3]1=2 |f:0.1,4.5|. Procedure: The title compound was prepared (1.39 g, 85%, mp 197°-200° C.) in a manner analogous to the preparation of 1-[3-(benzo[b]thien-3-yl)propyl]-4-(3-methoxy-2-pyridinyl)-2-methylpiperazine hydrochloride (Example 41) by the reaction of 3-benzo[b]thieneethanol tosylate (Example 47) with 1-(3-methoxy-2-pyridinyl)-3-methylpiperazine. The reactants are BrCC(=O)OC(C)(C)C (tert-butyl bromoacetate), C(#N)C=1C=C(C=CC1)CN1C2=CC=CC(=C2C=2C(=CC=CC12)O)C(N)=O (9-[(3-cyanophenyl)methyl]-4-hydroxy-5-carbamoyl carbazole), resultant mixture. Solvent: CN(C)C=O (DMF). Conditions: time 1 minute. Yields the product C(#N)C=1C=C(C=CC1)CN1C2=CC=CC(=C2C=2C(=CC=CC12)OCC(=O)OC(C)(C)C)C(N)=O ({9-[(3-cyanophenyl)methyl]-5-carbamoylcarbazol-4-yl}oxyacetic acid, tert-butyl ester). The yield is 112.1%. RXN SMILES: [C:1]([C:3]1[CH:4]=[C:5]([CH2:9][N:10]2[C:22]3[CH:21]=[CH:20][CH:19]=[C:18]([OH:23])[C:17]=3[C:16]3[C:11]2=[CH:12][CH:13]=[CH:14][C:15]=3[C:24](=[O:26])[NH2:25])[CH:6]=[CH:7][CH:8]=1)#[N:2].Br[CH2:28][C:29]([O:31][C:32]([CH3:35])([CH3:34])[CH3:33])=[O:30]>CN(C=O)C>[C:1]([C:3]1[CH:4]=[C:5]([CH2:9][N:10]2[C:22]3[CH:21]=[CH:20][CH:19]=[C:18]([O:23][CH2:28][C:29]([O:31][C:32]([CH3:35])([CH3:34])[CH3:33])=[O:30])[C:17]=3[C:16]3[C:11]2=[CH:12][CH:13]=[CH:14][C:15]=3[C:24](=[O:26])[NH2:25])[CH:6]=[CH:7][CH:8]=1)#[N:2]. Reported procedure: 40% Methanolic Triton B (0.06 mL, 0.13 mM) was added to a solution of the 9-[(3-cyanophenyl)methyl]-4-hydroxy-5-carbamoyl carbazole (34.1 mg, 0.1 mM) in 5 mL DMF at room temperature. After 1 minute, tert-butyl bromoacetate (40 mg, 0.2 mM) was added and the resultant mixture stirred at room temperature for 24 h. The mixture was diluted with ethyl. acetate, washed four times with H2O, 1 N HCl, H2O, sat. NaHCO3, and saturated brine, dried over magnesium sulfate, filtered, and concentrated. The resi... As a reaction SMILES: [CH2:46]1[O:47][CH2:48][CH2:49][CH2:50]1.[CH:28]([N:29]([CH2:30][CH3:31])[CH:32]([CH3:33])[CH3:34])([CH3:35])[CH3:36].[Cl:1][c:2]1[n:3][c:4]([NH:14][c:15]2[cH:16][cH:17][c:18]([C:19](=[O:20])[O:21][C:22]([CH3:23])([CH3:24])[CH3:25])[cH:26][cH:27]2)[n:5][c:6]([O:8][CH2:9][C:10]([F:11])([F:12])[F:13])[n:7]1.[NH2:37][CH2:38][c:39]1[cH:40][cH:41][c:42]([OH:45])[cH:43][cH:44]1>>[c:2]1([NH:37][CH2:38][c:39]2[cH:40][cH:41][c:42]([OH:45])[cH:43][cH:44]2)[n:3][c:4]([NH:14][c:15]2[cH:16][cH:17][c:18]([C:19](=[O:20])[O:21][C:22]([CH3:23])([CH3:24])[CH3:25])[cH:26][cH:27]2)[n:5][c:6]([O:8][CH2:9][C:10]([F:11])([F:12])[F:13])[n:7]1. The reactants are C1CCOC1, CCN(C(C)C)C(C)C, CC(C)(C)OC(=O)c1ccc(Nc2nc(Cl)nc(OCC(F)(F)F)n2)cc1, NCc1ccc(O)cc1. Yields the product CC(C)(C)OC(=O)c1ccc(Nc2nc(NCc3ccc(O)cc3)nc(OCC(F)(F)F)n2)cc1. The reactants are FC(C=1C=C(C=C(C1)C(F)(F)F)NC(C1=C(C=CC(=C1)Cl)O)=O)(F)F (N-(3,5-bis(trifluoromethyl)phenyl)-5-chloro-2-hydroxybenzamide), C(C1=CC=CC=C1)Br (benzylbromide), C([O-])([O-])=O.[K+].[K+] (potassium carbonate). Run in CN(C=O)C (dimethylformamide), CN(C=O)C (Dimethylformamide). Run at time 4 hour. Yields the product C(C1=CC=CC=C1)OC1=C(C(=O)NC2=CC(=CC(=C2)C(F)(F)F)C(F)(F)F)C=C(C=C1)Cl (2-benzyloxy-N-(3,5-bis-trifluoromethyl-phenyl)-5-chlorobenzamide). The yield is 92.9%. As a reaction SMILES: [F:1][C:2]([F:25])([F:24])[C:3]1[CH:4]=[C:5]([NH:13][C:14](=[O:23])[C:15]2[CH:20]=[C:19]([Cl:21])[CH:18]=[CH:17][C:16]=2[OH:22])[CH:6]=[C:7]([C:9]([F:12])([F:11])[F:10])[CH:8]=1.[CH2:26](Br)[C:27]1[CH:32]=[CH:31][CH:30]=[CH:29][CH:28]=1.C(=O)([O-])[O-].[K+].[K+]>CN(C)C=O>[CH2:26]([O:22][C:16]1[CH:17]=[CH:18][C:19]([Cl:21])=[CH:20][C:15]=1[C:14]([NH:13][C:5]1[CH:6]=[C:7]([C:9]([F:10])([F:11])[F:12])[CH:8]=[C:3]([C:2]([F:1])([F:24])[F:25])[CH:4]=1)=[O:23])[C:27]1[CH:32]=[CH:31][CH:30]=[CH:29][CH:28]=1 |f:2.3.4|. Reported procedure: N-(3,5-bis(trifluoromethyl)phenyl)-5-chloro-2-hydroxybenzamide (191.8 mg) obtained in step 1 was dissolved in dimethylformamide (DMF, 1.5 ml), to which benzylbromide (0.07 ., 0.55 mmol) and potassium carbonate (K2CO3, 82.9 mg, 0.6 mmol) were added. The reaction mixture was stirred at room temperature for 4 hours. Dimethylformamide was distillated under reduced pressure, followed by extraction with ethylacetate (EtOAc). The extracted organic layer was dried over MgSO4, filtered and concentrated. ...